From a dataset of the Open Reaction Database (ORD), a public repository of structured organic reaction records. describe an organic reaction: reactants, conditions, products, and yield Procedure details: A 5 mL microwave vial was charged with 1-bromo-3-iodo-5-(trifluoromethoxy)benzene (98 mg, 0.27 mmol), (6-methylpyridin-3-yl)methanamine (50 mg, 0.41 mmol), molybdenum hexacarbonyl (160 mg, 0.61 mmol), palladium acetate (8 mg, 0.036 mmol), 1,8-diazabicyclo[5.4.0]undec-7-ene (120 mg, 0.79 mmol), and 1,4-dioxane (2 mL). The vial was sealed under nitrogen and the reaction was subjected to microwave irradiation at 120° C. for 20 minutes. After cooling, the mixture was purified via flash chromatograph... Reaction SMILES: [Br:1][C:2]1[CH:7]=[C:6]([O:8][C:9]([F:12])([F:11])[F:10])[CH:5]=[C:4](I)[CH:3]=1.[CH3:14][C:15]1[N:20]=[CH:19][C:18]([CH2:21][NH2:22])=[CH:17][CH:16]=1.N12CCCN=C1CCCCC2.[O:34]1CCOC[CH2:35]1>[C-]#[O+].[C-]#[O+].[C-]#[O+].[C-]#[O+].[C-]#[O+].[C-]#[O+].[Mo].C([O-])(=O)C.[Pd+2].C([O-])(=O)C>[Br:1][C:2]1[CH:3]=[C:4]([CH:5]=[C:6]([O:8][C:9]([F:12])([F:11])[F:10])[CH:7]=1)[C:35]([NH:22][CH2:21][C:18]1[CH:19]=[N:20][C:15]([CH3:14])=[CH:16][CH:17]=1)=[O:34] |f:4.5.6.7.8.9.10,11.12.13|. Starting materials: BrC1=CC(=CC(=C1)OC(F)(F)F)I (1-bromo-3-iodo-5-(trifluoromethoxy)benzene), CC1=CC=C(C=N1)CN ((6-methylpyridin-3-yl)methanamine), N12CCCCCC2=NCCC1 (1,8-diazabicyclo[5.4.0]undec-7-ene), O1CCOCC1 (1,4-dioxane). The product is BrC=1C=C(C(=O)NCC=2C=NC(=CC2)C)C=C(C1)OC(F)(F)F (3-Bromo-N-((6-methylpyridin-3-yl)methyl)-5-(trifluoromethoxy)benzamide). The reagents and catalysts are [C-]#[O+].[C-]#[O+].[C-]#[O+].[C-]#[O+].[C-]#[O+].[C-]#[O+].[Mo] (molybdenum hexacarbonyl), C(C)(=O)[O-].[Pd+2].C(C)(=O)[O-] (palladium acetate). The reactants are CCCCc1nc2c(C)ccc(OCCOC)c2n1Cc1ccc(-c2ccccc2C(=O)OC(C)(C)C)cc1, CCO, ClCCl. Product: CCCCOc1ccc(C)c2nc(CCCC)n(Cc3ccc(-c4ccccc4C(=O)OC(C)(C)C)cc3)c12. RXN SMILES: [CH2:1]([CH2:2][CH2:3][CH3:4])[c:5]1[n:6][c:7]2[c:8]([n:9]1[CH2:10][c:11]1[cH:12][cH:13][c:14](-[c:17]3[c:18]([C:23](=[O:24])[O:25][C:26]([CH3:27])([CH3:28])[CH3:29])[cH:19][cH:20][cH:21][cH:22]3)[cH:15][cH:16]1)[c:30]([O:35][CH2:36][CH2:37][O:38][CH3:39])[cH:31][cH:32][c:33]2[CH3:34].[CH2:40]([CH3:41])[OH:42].[CH2:43]([Cl:44])[Cl:45]>>[CH2:1]([CH2:2][CH2:3][CH3:4])[c:5]1[n:6][c:7]2[c:8]([n:9]1[CH2:10][c:11]1[cH:12][cH:13][c:14](-[c:17]3[c:18]([C:23](=[O:24])[O:25][C:26]([CH3:27])([CH3:28])[CH3:29])[cH:19][cH:20][cH:21][cH:22]3)[cH:15][cH:16]1)[c:30]([O:35][CH2:36][CH2:37][CH2:40][CH3:41])[cH:31][cH:32][c:33]2[CH3:34]. The reactants are BrCCc1ccccc1, [H-], [Na+], C1CCOC1, O=Cc1c[nH]cn1. Product: O=Cc1cn(CCc2ccccc2)cn1. As a reaction SMILES: [Br:10][CH2:11][CH2:12][c:13]1[cH:14][cH:15][cH:16][cH:17][cH:18]1.[H-:8].[Na+:9].[O:19]1[CH2:20][CH2:21][CH2:22][CH2:23]1.[nH:1]1[cH:2][n:3][c:4]([CH:6]=[O:7])[cH:5]1>>[n:1]1([CH2:11][CH2:12][c:13]2[cH:14][cH:15][cH:16][cH:17][cH:18]2)[cH:2][n:3][c:4]([CH:6]=[O:7])[cH:5]1. Reactants: C1CCOC1, COC(=O)COc1ccc(NCc2sc(-c3ccc(C(F)(F)F)cc3)nc2C)cc1C, CCO, [Li+], [OH-]. Product: Cc1cc(NCc2sc(-c3ccc(C(F)(F)F)cc3)nc2C)ccc1OCC(=O)O. RXN SMILES: [CH2:34]1[O:35][CH2:36][CH2:37][CH2:38]1.[CH3:1][O:2][C:3]([CH2:4][O:5][c:6]1[c:7]([CH3:30])[cH:8][c:9]([NH:12][CH2:13][c:14]2[c:15]([CH3:29])[n:16][c:17](-[c:19]3[cH:20][cH:21][c:22]([C:25]([F:26])([F:27])[F:28])[cH:23][cH:24]3)[s:18]2)[cH:10][cH:11]1)=[O:31].[CH3:39][CH2:40][OH:41].[Li+:33].[OH-:32]>>[O:2]=[C:3]([CH2:4][O:5][c:6]1[c:7]([CH3:30])[cH:8][c:9]([NH:12][CH2:13][c:14]2[c:15]([CH3:29])[n:16][c:17](-[c:19]3[cH:20][cH:21][c:22]([C:25]([F:26])([F:27])[F:28])[cH:23][cH:24]3)[s:18]2)[cH:10][cH:11]1)[OH:31].